Dataset: the Open Reaction Database (ORD), a public repository of structured organic reaction records. Task: describe an organic reaction: reactants, conditions, products, and yield Reactants: Cc1ncc[nH]1, O, O=[N+]([O-])O, O=S(=O)(O)O. Yields the product Cc1ncc([N+](=O)[O-])[nH]1. As a reaction SMILES: [CH3:1][c:2]1[nH:3][cH:4][cH:5][n:6]1.[OH2:16].[OH:7][N+:8]([O-:9])=[O:10].[S:11](=[O:12])(=[O:13])([OH:14])[OH:15]>>[CH3:1][c:2]1[nH:3][c:4]([N+:8](=[O:7])[O-:9])[cH:5][n:6]1. Yields the product Cc1noc(-c2ccc(N3CCC4(Cc5ccccc5O4)C3)nn2)n1. As a reaction SMILES: [C:28](=[O:29])([O-:30])[O-:31].[Cl:1][c:2]1[n:3][n:4][c:5](-[c:8]2[n:9][c:10]([CH3:13])[n:11][o:12]2)[cH:6][cH:7]1.[ClH:14].[K+:32].[K+:33].[NH:15]1[CH2:16][C:17]2([O:18][c:19]3[c:20]([cH:22][cH:23][cH:24][cH:25]3)[CH2:21]2)[CH2:26][CH2:27]1.[O:35]=[CH:36][N:37]([CH3:38])[CH3:39].[OH2:34]>>[c:2]1([N:15]2[CH2:16][C:17]3([O:18][c:19]4[c:20]([cH:22][cH:23][cH:24][cH:25]4)[CH2:21]3)[CH2:26][CH2:27]2)[n:3][n:4][c:5](-[c:8]2[n:9][c:10]([CH3:13])[n:11][o:12]2)[cH:6][cH:7]1. Starting materials: O=C([O-])[O-], Cc1noc(-c2ccc(Cl)nn2)n1, Cl, [K+], [K+], c1ccc2c(c1)CC1(CCNC1)O2, CN(C)C=O, O. Starting materials: Cl, NOCCO, O=Cc1cnc2nnn(Cc3ccc4ncccc4c3)c2n1. Yields the product OCCON=Cc1cnc2nnn(Cc3ccc4ncccc4c3)c2n1. Reaction SMILES: [ClH:23].[NH2:24][O:25][CH2:26][CH2:27][OH:28].[n:1]1[cH:2][cH:3][cH:4][c:5]2[cH:6][c:7]([CH2:11][n:12]3[n:13][n:14][c:15]4[c:16]3[n:17][c:18]([CH:21]=[O:22])[cH:19][n:20]4)[cH:8][cH:9][c:10]12>>[n:1]1[cH:2][cH:3][cH:4][c:5]2[cH:6][c:7]([CH2:11][n:12]3[n:13][n:14][c:15]4[c:16]3[n:17][c:18]([CH:21]=[N:24][O:25][CH2:26][CH2:27][OH:28])[cH:19][n:20]4)[cH:8][cH:9][c:10]12. The reactants are CCOC(C)=O, CC(C)OC(C)C, [Na+], [OH-], CCOC(=O)C(CCCc1ccccc1)Cc1ccc(OCCNC(=O)c2ccc(-c3ccccn3)cc2)cc1. Yields the product O=C(NCCOc1ccc(CC(CCCc2ccccc2)C(=O)O)cc1)c1ccc(-c2ccccn2)cc1. Reaction SMILES: [CH3:50][CH2:51][O:52][C:53](=[O:54])[CH3:55].[CH:43]([O:44][CH:45]([CH3:46])[CH3:47])([CH3:48])[CH3:49].[Na+:42].[OH-:41].[c:1]1([CH2:7][CH2:8][CH2:9][CH:10]([C:11](=[O:12])[O:13][CH2:14][CH3:15])[CH2:16][c:17]2[cH:18][cH:19][c:20]([O:23][CH2:24][CH2:25][NH:26][C:27]([c:28]3[cH:29][cH:30][c:31](-[c:34]4[n:35][cH:36][cH:37][cH:38][cH:39]4)[cH:32][cH:33]3)=[O:40])[cH:21][cH:22]2)[cH:2][cH:3][cH:4][cH:5][cH:6]1>>[c:1]1([CH2:7][CH2:8][CH2:9][CH:10]([C:11](=[O:12])[OH:13])[CH2:16][c:17]2[cH:18][cH:19][c:20]([O:23][CH2:24][CH2:25][NH:26][C:27]([c:28]3[cH:29][cH:30][c:31](-[c:34]4[n:35][cH:36][cH:37][cH:38][cH:39]4)[cH:32][cH:33]3)=[O:40])[cH:21][cH:22]2)[cH:2][cH:3][cH:4][cH:5][cH:6]1. Reactants: ClC=1C=C(C=CC1Cl)C=CCO (3-(3,4-Dichlorophenyl)prop-2-en-1-ol), C(C(=O)Cl)(=O)Cl (oxalyl chloride), CS(=O)C (dimethyl sulphoxide). Run in C(C)N(CC)CC (triethylamine). Product: ClC=1C=C(C=CC1Cl)C=CC=O (3-(3,4-dichlorophenyl)-prop-2-enal). Isolated yield 90.9%. RXN SMILES: [Cl:1][C:2]1[CH:3]=[C:4]([CH:9]=[CH:10][CH2:11][OH:12])[CH:5]=[CH:6][C:7]=1[Cl:8].C(Cl)(=O)C(Cl)=O.CS(C)=O>C(N(CC)CC)C>[Cl:1][C:2]1[CH:3]=[C:4]([CH:9]=[CH:10][CH:11]=[O:12])[CH:5]=[CH:6][C:7]=1[Cl:8]. Procedure details: 3-(3,4-Dichlorophenyl)prop-2-en-1-ol(1.0 g)(prepared by analogy to Example 2(i) and Example 1(ii)) was oxidised using the procedure of Swern (oxalyl chloride, 0.5 ml; dimethyl sulphoxide, 0.7 ml; triethylamine 3.4 ml) to give 3-(3,4-dichlorophenyl)-prop-2-enal (0.9 g). NMR 1H: 9.76(1H,d), 7.53(3H,m), 7.41(1H,d), 6.68(2H,dd). Starting materials: COc1cc(=O)c2ccccc2[nH]c1=O, CI, CC(C)NC(C)C, [Cl-], Cl, [Li+], [Li]CCCC, C1CCOC1, O. Yields the product COc1c(C)c(=O)c2ccccc2[nH]c1=O. Reaction SMILES: [CH3:1][O:2][c:3]1[cH:4][c:5](=[O:15])[c:6]2[c:7]([nH:8][c:9]1=[O:10])[cH:11][cH:12][cH:13][cH:14]2.[CH3:30][I:31].[CH:18]([NH:19][CH:20]([CH3:21])[CH3:22])([CH3:23])[CH3:24].[Cl-:17].[ClH:32].[Li+:16].[Li:25][CH2:26][CH2:27][CH2:28][CH3:29].[O:34]1[CH2:35][CH2:36][CH2:37][CH2:38]1.[OH2:33]>>[CH3:1][O:2][c:3]1[c:4]([CH3:18])[c:5](=[O:15])[c:6]2[c:7]([nH:8][c:9]1=[O:10])[cH:11][cH:12][cH:13][cH:14]2. The reactants are BrC=1C=C(N)C=CC1 (3-Bromoaniline), C(C)OC=C(C(=O)OCC)C(=O)OCC (Diethyl ethoxymethylenemalonate). The solvent is C(C)O (ethanol). Conditions: temperature 80 celsius, time 8 hour. The product is BrC=1C=C(C=CC1)NC=C(C(=O)OCC)C(=O)OCC (Diethyl [[(3-bromophenyl)amino]methylene]malonate). Isolated yield 78.3%. As a reaction SMILES: [Br:1][C:2]1[CH:3]=[C:4]([CH:6]=[CH:7][CH:8]=1)[NH2:5].C(O[CH:12]=[C:13]([C:19]([O:21][CH2:22][CH3:23])=[O:20])[C:14]([O:16][CH2:17][CH3:18])=[O:15])C>C(O)C>[Br:1][C:2]1[CH:3]=[C:4]([NH:5][CH:12]=[C:13]([C:14]([O:16][CH2:17][CH3:18])=[O:15])[C:19]([O:21][CH2:22][CH3:23])=[O:20])[CH:6]=[CH:7][CH:8]=1. Reported procedure: 3-Bromoaniline (10.0 g, 47 mmol) was dissolved in abs. ethanol (100 mL). Diethyl ethoxymethylenemalonate (10.2 g, 47 mmol) was added. The solution stirred at 80° C. overnight. The solution was slowly cooled and a precipitant formed. The product was filtered and dried to give 12.6 g (70%) of the title compound. The reactants are ClC1=NC(=CC(=N1)N1CC2CCC(C1)O2)Cl (3-(2,6-Dichloro-pyrimidin-4-yl)-8-oxa-3-aza-bicyclo[3.2.1]octane), [N+](=O)([O-])C1=CC=C(C=C1)B1OC(C)(C)C(C)(C)O1 (4-nitrophenylboronic acid pinacol ester), solution, C(=O)([O-])[O-].[Na+].[Na+] (Na2CO3). Reagents/catalysts: C=1C=CC(=CC1)[P](C=2C=CC=CC2)(C=3C=CC=CC3)[Pd]([P](C=4C=CC=CC4)(C=5C=CC=CC5)C=6C=CC=CC6)([P](C=7C=CC=CC7)(C=8C=CC=CC8)C=9C=CC=CC9)[P](C=1C=CC=CC1)(C=1C=CC=CC1)C=1C=CC=CC1 (Pd(PPh3)4). The solvent is C1(=CC=CC=C1)C (toluene), CCO (EtOH). Yields the product ClC1=CC(=NC(=N1)C1=CC=C(C=C1)[N+](=O)[O-])N1CC2CCC(C1)O2 (3-[6-chloro-2-(4-nitro-phenyl)-pyrimidin-4-yl]-8-oxa-3-aza-bicyclo[3.2.1]octane), ClC1=NC(=CC(=N1)N1CC2CCC(C1)O2)C2=CC=C(C=C2)[N+](=O)[O-] (3-[2-chloro-6-(4-nitro-phenyl)-pyrimidin-4-yl]-8-oxa-3-aza-bicyclo[3.2.1]octane). Yield: 8.0%. As a reaction SMILES: [Cl:1][C:2]1[N:7]=[C:6]([N:8]2[CH2:14][CH:13]3[O:15][CH:10]([CH2:11][CH2:12]3)[CH2:9]2)[CH:5]=[C:4]([Cl:16])[N:3]=1.[N+:17]([C:20]1[CH:25]=[CH:24][C:23](B2OC(C)(C)C(C)(C)O2)=[CH:22][CH:21]=1)([O-:19])=[O:18].C([O-])([O-])=O.[Na+].[Na+]>C1(C)C=CC=CC=1.CCO.C1C=CC([P]([Pd]([P](C2C=CC=CC=2)(C2C=CC=CC=2)C2C=CC=CC=2)([P](C2C=CC=CC=2)(C2C=CC=CC=2)C2C=CC=CC=2)[P](C2C=CC=CC=2)(C2C=CC=CC=2)C2C=CC=CC=2)(C2C=CC=CC=2)C2C=CC=CC=2)=CC=1>[Cl:16][C:4]1[N:3]=[C:2]([C:23]2[CH:24]=[CH:25][C:20]([N+:17]([O-:19])=[O:18])=[CH:21][CH:22]=2)[N:7]=[C:6]([N:8]2[CH2:14][CH:13]3[O:15][CH:10]([CH2:11][CH2:12]3)[CH2:9]2)[CH:5]=1.[Cl:1][C:2]1[N:7]=[C:6]([N:8]2[CH2:14][CH:13]3[O:15][CH:10]([CH2:11][CH2:12]3)[CH2:9]2)[CH:5]=[C:4]([C:23]2[CH:24]=[CH:25][C:20]([N+:17]([O-:19])=[O:18])=[CH:21][CH:22]=2)[N:3]=1 |f:2.3.4,^1:54,56,75,94|. Procedure details: 3-(2,6-Dichloropyrimidin-4-yl)-8-oxa-3-aza-bicyclo[3.2.1]octane (9) was dissolved in toluene (24 mL) and EtOH (16 mL). To this solution was added 4-nitrophenylboronic acid pinacol ester (1.25 g, 5 mmol) and 8 mL of a 2M solution of Na2CO3. The mixture was degassed by bubbling nitrogen through the solution. Pd(PPh3)4 (231 mg, 0.2 mmol) was added and the mixture was heated under reflux overnight. The mixture was filtered. The solids, consisting of 3-[2,6-bis-(4-nitro-phenyl)-pyrimidin-4-yl]-8-oxa-... Starting materials: CCCCN=C=O, O=C(Cl)Cl, COC(=O)c1csc(C)c1S(N)(=O)=O, Cc1ccccc1C. Yields the product COC(=O)c1csc(C)c1S(=O)(=O)N=C=O. Reaction SMILES: [CH3:15][CH2:16][CH2:17][CH2:18][N:19]=[C:20]=[O:21].[Cl:22][C:23](=[O:24])[Cl:25].[NH2:1][S:2](=[O:3])(=[O:4])[c:5]1[c:6]([C:11](=[O:12])[O:13][CH3:14])[cH:7][s:8][c:9]1[CH3:10].[c:26]1([CH3:27])[c:28]([CH3:29])[cH:30][cH:31][cH:32][cH:33]1>>[N:1]([S:2](=[O:3])(=[O:4])[c:5]1[c:6]([C:11](=[O:12])[O:13][CH3:14])[cH:7][s:8][c:9]1[CH3:10])=[C:20]=[O:21].